From a dataset of the Open Reaction Database (ORD), a public repository of structured organic reaction records. describe an organic reaction: reactants, conditions, products, and yield Yields the product BrC=1C(=C(C(=O)O)C=C(C1)Br)F (3,5-Dibromo-2-fluorobenzoic acid). Reactants: C(=O)=O (dry ice), C(CCC)[Li] (Butyllithium), CC1(NC(CCC1)(C)C)C (2,2,6,6-tetramethylpiperidine), BrC1=C(C=CC(=C1)Br)F (2,4-dibromofluorobenzene). Run in O (water), [OH-].[Na+] (NaOH), C1CCOC1 (THF). RXN SMILES: C([Li])CCC.CC1(C)CCCC(C)(C)N1.[Br:16][C:17]1[CH:22]=[C:21]([Br:23])[CH:20]=[CH:19][C:18]=1[F:24].[C:25](=[O:27])=[O:26]>C1COCC1.O.[OH-].[Na+]>[Br:16][C:17]1[C:18]([F:24])=[C:19]([CH:20]=[C:21]([Br:23])[CH:22]=1)[C:25]([OH:27])=[O:26] |f:6.7|. Procedure details: Butyllithium (1.6M solution in hexanes, 12.3 ml, 19.7 mmol) was added dropwise to a solution of 2,2,6,6-tetramethylpiperidine (3.32 ml, 19.7 mmol) in THF at −78° C. The reaction was stirred for 10 min. prior to the addition of 2,4-dibromofluorobenzene (5 g, 19.7 mmol). Stirring was continued for 2 h. The solution was then poured onto freshly crushed dry ice and allowed to warm to room temperature. The resulting solution was diluted with water (100 ml) and NaOH (2M, 10 ml) was added. This was ext... Run at time 10 minute.